This data is from the Open Reaction Database (ORD), a public repository of structured organic reaction records. The task is: describe an organic reaction: reactants, conditions, products, and yield The reactants are COC=1C=C2C(=NC=NC2=CC1OC)OC=1C=C(N)C=CC1 (3-(6,7-dimethoxyquinazolin-4-yloxy)aniline), FC(C)(C)C1=NOC(=C1)NC(OC1=CC=CC=C1)=O (phenyl 3-(2-fluoropropan-2-yl)isoxazol-5-ylcarbamate), C(C)(C)C1=NOC(=C1)NC(N)=O (3-(3-isopropylisoxazol-5-yl)urea). Product: COC=1C=C2C(=NC=NC2=CC1OC)OC=1C=C(C=CC1)NC(=O)NC1=CC(=NO1)C(C)(C)F (1-(3-(6,7-dimethoxyquinazolin-4-yloxy)phenyl)-3-(3-(2-fluoropropan-2-yl)isoxazol-5-yl)urea). Isolated yield 44.9%. Reaction SMILES: [CH3:1][O:2][C:3]1[CH:4]=[C:5]2[C:10](=[CH:11][C:12]=1[O:13][CH3:14])[N:9]=[CH:8][N:7]=[C:6]2[O:15][C:16]1[CH:17]=[C:18]([CH:20]=[CH:21][CH:22]=1)[NH2:19].[F:23][C:24]([C:27]1[CH:31]=[C:30]([NH:32][C:33](=O)[O:34]C2C=CC=CC=2)[O:29][N:28]=1)([CH3:26])[CH3:25].C(C1C=C(NC(=O)N)ON=1)(C)C>>[CH3:1][O:2][C:3]1[CH:4]=[C:5]2[C:10](=[CH:11][C:12]=1[O:13][CH3:14])[N:9]=[CH:8][N:7]=[C:6]2[O:15][C:16]1[CH:17]=[C:18]([NH:19][C:33]([NH:32][C:30]2[O:29][N:28]=[C:27]([C:24]([F:23])([CH3:25])[CH3:26])[CH:31]=2)=[O:34])[CH:20]=[CH:21][CH:22]=1. Reported procedure: 3-(6,7-dimethoxyquinazolin-4-yloxy)aniline from Example 113A (89 mg, 0.3 mmol) and phenyl 3-(2-fluoropropan-2-yl)isoxazol-5-ylcarbamate from Example 42A (95 mg, 0.36 mmol) were reacted according to the method described for 143-(6,7-dimethoxyquinazolin-4-yloxy)phenyl)-3-(3-isopropylisoxazol-5-yl)urea in Example 122B to afford 1-(3-(6,7-dimethoxyquinazolin-4-yloxy)phenyl)-3-(3-(2-fluoropropan-2-yl)isoxazol-5-yl)urea as a colorless solid (63 mg, 45%). 1H NMR (300 MHz, DMSO-d6) δ 10.50 (brs, 1H), 9.... The reactants are C=CCOC(=O)N1CC(O[Si](C)(C)C(C)(C)C)CC1(C)N1CCN(C=O)CC1=O, C1CCOC1, O. Product: C=CCOC(=O)N1CC(O)CC1(C)N1CCN(C=O)CC1=O. Reaction SMILES: [CH2:1]([CH:2]=[CH2:3])[O:4][C:5](=[O:6])[N:7]1[C:8]([N:20]2[C:21](=[O:28])[CH2:22][N:23]([CH:26]=[O:27])[CH2:24][CH2:25]2)([CH3:29])[CH2:9][CH:10]([O:12][Si:13]([C:14]([CH3:15])([CH3:16])[CH3:17])([CH3:18])[CH3:19])[CH2:11]1.[O:31]1[CH2:32][CH2:33][CH2:34][CH2:35]1.[OH2:30]>>[CH2:1]([CH:2]=[CH2:3])[O:4][C:5](=[O:6])[N:7]1[C:8]([N:20]2[C:21](=[O:28])[CH2:22][N:23]([CH:26]=[O:27])[CH2:24][CH2:25]2)([CH3:29])[CH2:9][CH:10]([OH:12])[CH2:11]1. Solvent: C(Cl)Cl (CH2Cl2). The reactants are N1=CC=C(C=C1)C(C1=CC=CC=C1)O ((4-pyridyl)benzyl alcohol), C(Cl)(Cl)Cl (chloroform), O=S(Cl)Cl (SOCl2). Yields the product Cl.N1=CC=C(C=C1)C(C1=CC=CC=C1)Cl (α-(4-pyridyl)benzyl chloride hydrochloride). Reported procedure: To a solution of 27.75 g (0.15 mol) of (4-pyridyl)benzyl alcohol and 200 ml of chloroform is run in dropwise, at room temperature, a solution of 15.25 ml (0.2 mol) of SOCl2 and 50 ml of CH2Cl2. RXN SMILES: [N:1]1[CH:6]=[CH:5][C:4]([CH:7](O)[C:8]2[CH:13]=[CH:12][CH:11]=[CH:10][CH:9]=2)=[CH:3][CH:2]=1.C(Cl)(Cl)[Cl:16].O=S(Cl)[Cl:21]>C(Cl)Cl>[ClH:16].[N:1]1[CH:6]=[CH:5][C:4]([CH:7]([Cl:21])[C:8]2[CH:13]=[CH:12][CH:11]=[CH:10][CH:9]=2)=[CH:3][CH:2]=1 |f:4.5|. The reactants are CCCC[N+](CCCC)(CCCC)CCCC, C1CCOC1, CCOC(=O)CN(C)C(=O)C#C[Si](C)(C)C, [Cl-], [F-], [NH4+]. Yields the product C#CC(=O)N(C)CC(=O)OCC. As a reaction SMILES: [CH2:18]([N+:19]([CH2:20][CH2:21][CH2:22][CH3:23])([CH2:24][CH2:25][CH2:26][CH3:27])[CH2:28][CH2:29][CH2:30][CH3:31])[CH2:32][CH2:33][CH3:34].[CH2:37]1[O:38][CH2:39][CH2:40][CH2:41]1.[CH3:1][Si:2]([C:3]#[C:4][C:5](=[O:6])[N:7]([CH3:8])[CH2:9][C:10](=[O:11])[O:12][CH2:13][CH3:14])([CH3:15])[CH3:16].[Cl-:35].[F-:17].[NH4+:36]>>[CH:3]#[C:4][C:5](=[O:6])[N:7]([CH3:8])[CH2:9][C:10](=[O:11])[O:12][CH2:13][CH3:14]. Starting materials: CCCCCCCCCC=CC=CC=CC=CC=CC(=O)O, CC(C)=CCCC(C)=CCO, CCCCCC, CCCCCC(C)C. The product is CCCCCCCCCC=CC=CC=CC=CC=CC(=O)OCC=C(C)CCC=C(C)C. As a reaction SMILES: [C:12]([CH:13]=[CH:14][CH:15]=[CH:16][CH:17]=[CH:18][CH:19]=[CH:20][CH:21]=[CH:22][CH2:23][CH2:24][CH2:25][CH2:26][CH2:27][CH2:28][CH2:29][CH2:30][CH3:31])(=[O:32])[OH:33].[CH3:1][C:2]([CH3:3])=[CH:4][CH2:5][CH2:6][C:7]([CH3:8])=[CH:9][CH2:10][OH:11].[CH3:34][CH2:35][CH2:36][CH2:37][CH2:38][CH3:39].[CH3:40][CH2:41][CH2:42][CH2:43][CH2:44][CH:45]([CH3:46])[CH3:47]>>[CH3:1][C:2]([CH3:3])=[CH:4][CH2:5][CH2:6][C:7]([CH3:8])=[CH:9][CH2:10][O:11][C:12]([CH:13]=[CH:14][CH:15]=[CH:16][CH:17]=[CH:18][CH:19]=[CH:20][CH:21]=[CH:22][CH2:23][CH2:24][CH2:25][CH2:26][CH2:27][CH2:28][CH2:29][CH2:30][CH3:31])=[O:32]. Reactants: COC([C@@](NC([C@H]1N(CCC1)C(=O)OCC1=CC=CC=C1)=O)(C)CCC#N)=O (N-(N-benzyloxycarbonyl-L-prolyl)-2-(2-cyanoethyl)alanine methyl ester), P(Cl)(Cl)(Cl)(Cl)Cl (phosphorus pentachloride). Solvent: ClCCl (dichloromethane). Reaction conditions: temperature -40 celsius, time 30 minute. Yields the product COC([C@@](NC([C@H]1N(CCC1)C(=O)OCC1=CC=CC=C1)=O)(C)CCC#N)=O (N-(N-benzyloxycarbonyl-L-prolyl)-2-(2-cyanoethyl)alanine methyl ester), COC([C@@](N)(C)CCC#N)=O (2-(2-cyanoethyl)alanine methyl ester). RXN SMILES: [CH3:1][O:2][C:3](=[O:28])[C@:4]([CH2:24][CH2:25][C:26]#[N:27])([CH3:23])[NH:5][C:6](=[O:22])[C@@H:7]1[CH2:11][CH2:10][CH2:9][N:8]1[C:12]([O:14][CH2:15][C:16]1[CH:21]=[CH:20][CH:19]=[CH:18][CH:17]=1)=[O:13].P(Cl)(Cl)(Cl)(Cl)Cl>ClCCl>[CH3:1][O:2][C:3](=[O:28])[C@:4]([CH2:24][CH2:25][C:26]#[N:27])([CH3:23])[NH:5][C:6](=[O:22])[C@@H:7]1[CH2:11][CH2:10][CH2:9][N:8]1[C:12]([O:14][CH2:15][C:16]1[CH:17]=[CH:18][CH:19]=[CH:20][CH:21]=1)=[O:13].[CH3:1][O:2][C:3](=[O:28])[C@:4]([CH2:24][CH2:25][C:26]#[N:27])([CH3:23])[NH2:5]. Reported procedure: To a solution of isomer (i) of N-(N-benzyloxycarbonyl-L-prolyl)-2-(2-cyanoethyl)alanine methyl ester (3.0 g) in dichloromethane (30 ml) was added 1.7 g of phosphorus pentachloride, and the resulting mixture was refluxed for 30 minutes. The solvent was distilled off under reduced pressure and the residue was dissolved in dichloromethane (40 ml). The solution was cooled to -40° C. in a cooling bath, and propanol (5 ml) and triethylamine (10 ml) were added. The cooling bath was removed and the mixt... Starting materials: C(C1=CC=CC=C1)ON(C(=O)[C@@H]1N(CCCC1)S(=O)(=O)N1CCC(CC1)C1=CNC2=CC=C(C=C12)F)C (N-benzyloxy-N-methyl-1-[4-(5-fluoroindol-3-yl)piperidine-1-sulfonyl]piperidine-2-(R)-carboxamide). The reagents and catalysts are [Pd] (Pd/C). Solvent: C(C)O.O1CCCC1 (ethanol tetrahydrofuran). Run at time 70 minute. Yields the product ON(C(=O)[C@@H]1N(CCCC1)S(=O)(=O)N1CCC(CC1)C1=CNC2=CC=C(C=C12)F)C (N-hydroxy-N-methyl-1-[4-(5-fluoroindol-3-yl)piperidine-1-sulfonyl]piperidine-2-(R)-carboxamide). The yield is 83.0%. Reaction SMILES: C([O:8][N:9]([CH3:37])[C:10]([C@H:12]1[CH2:17][CH2:16][CH2:15][CH2:14][N:13]1[S:18]([N:21]1[CH2:26][CH2:25][CH:24]([C:27]2[C:35]3[C:30](=[CH:31][CH:32]=[C:33]([F:36])[CH:34]=3)[NH:29][CH:28]=2)[CH2:23][CH2:22]1)(=[O:20])=[O:19])=[O:11])C1C=CC=CC=1>C(O)C.O1CCCC1.[Pd]>[OH:8][N:9]([CH3:37])[C:10]([C@H:12]1[CH2:17][CH2:16][CH2:15][CH2:14][N:13]1[S:18]([N:21]1[CH2:26][CH2:25][CH:24]([C:27]2[C:35]3[C:30](=[CH:31][CH:32]=[C:33]([F:36])[CH:34]=3)[NH:29][CH:28]=2)[CH2:23][CH2:22]1)(=[O:20])=[O:19])=[O:11] |f:1.2|. Reported procedure: A suspension of 10% Pd/C (0.20 g) and N-benzyloxy-N-methyl-1-[4-(5-fluoroindol-3-yl)piperidine-1-sulfonyl]piperidine-2-(R)-carboxamide (0.40 g, 0.75 mmol) [prepared as described in Step 4 above] in 80% ethanol/tetrahydrofuran (6 ml) was stirred under a hydrogen atmosphere (1 atm) for 70 min. The reaction was degassed with nitrogen, filtered through Celite and the filtrate was concentrated in vacuo. The residue was chromatographed (PTLC, SiO2, 10% methanol/methylene chloride) to give N-hydroxy-N-... Reactants: BrC=1C=C(C=NC1)CC(=O)O ((5-bromo-pyridin-3-yl)-acetic acid), S(O)(O)(=O)=O (sulfuric acid), CO (MeOH). Yields the product COC(CC=1C=NC=C(C1)Br)=O ((5-Bromo-pyridin-3-yl)-acetic acid methyl ester). RXN SMILES: [Br:1][C:2]1[CH:3]=[C:4]([CH2:8][C:9]([OH:11])=[O:10])[CH:5]=[N:6][CH:7]=1.S(=O)(=O)(O)O.[CH3:17]O>>[CH3:17][O:10][C:9](=[O:11])[CH2:8][C:4]1[CH:5]=[N:6][CH:7]=[C:2]([Br:1])[CH:3]=1. Reported procedure: A mixture of (5-bromo-pyridin-3-yl)-acetic acid (ABCR, Karlsruhe, Germany, 4.54 mmol) and concentrated sulfuric acid (0.02 ml) in MeOH was refluxed for 13.5 h. The RM was concentrated, taken in EtOAc and sonicated. The organic layer was washed with saturated aqueous NaHCO3, with brine, dried over Na2SO4, filtered and evaporated to dryness to give the title compound as a brown oil. (HPLC: tR 2.21 min (Method A); M+H=230, 232 MS-ES) Reactants: [Br-], CCOC(C)=O, [Mg+]C1CC1, CCCc1c(Cc2ccc(-c3ccccc3C#N)cc2)c(=O)n(C2CCC(OCC(C)=O)CC2)c2ccnn12, C1CCOC1. The product is CCCc1c(Cc2ccc(-c3ccccc3C#N)cc2)c(=O)n(C2CCC(OCC(C)(O)C3CC3)CC2)c2ccnn12. As a reaction SMILES: [Br-:40].[CH3:45][CH2:46][O:47][C:48](=[O:49])[CH3:50].[CH:41]1([Mg+:44])[CH2:42][CH2:43]1.[O:1]=[c:2]1[n:3]([CH:29]2[CH2:30][CH2:31][CH:32]([O:35][CH2:36][C:37]([CH3:38])=[O:39])[CH2:33][CH2:34]2)[c:4]2[n:5]([c:6]([CH2:23][CH2:24][CH3:25])[c:7]1[CH2:8][c:9]1[cH:10][cH:11][c:12](-[c:15]3[c:16]([C:21]#[N:22])[cH:17][cH:18][cH:19][cH:20]3)[cH:13][cH:14]1)[n:26][cH:27][cH:28]2.[O:51]1[CH2:52][CH2:53][CH2:54][CH2:55]1>>[O:1]=[c:2]1[n:3]([CH:29]2[CH2:30][CH2:31][CH:32]([O:35][CH2:36][C:37]([CH3:38])([OH:39])[CH:41]3[CH2:42][CH2:43]3)[CH2:33][CH2:34]2)[c:4]2[n:5]([c:6]([CH2:23][CH2:24][CH3:25])[c:7]1[CH2:8][c:9]1[cH:10][cH:11][c:12](-[c:15]3[c:16]([C:21]#[N:22])[cH:17][cH:18][cH:19][cH:20]3)[cH:13][cH:14]1)[n:26][cH:27][cH:28]2.